This data is from the Open Reaction Database (ORD), a public repository of structured organic reaction records. The task is: describe an organic reaction: reactants, conditions, products, and yield The reactants are CCN(C(C)C)C(C)C (DIEA), NC1=CC(=C(C=C1)N1C(N2C(CCCC2)C1=O)=O)OC (2-(4-amino-2-methoxyphenyl)tetrahydroimidazo[1,5-a]pyridine-1,3(2H,5H)-dione), CN(C)C=O (DMF), Cl.N1=C(C=CC=C1)CCl (picolinyl chloride HCl). Reaction conditions: temperature 50 celsius, time 8 hour. The product is O=C1N(C(N2C1CCCC2)=O)C2=C(C=C(C=C2)NC(C2=NC=CC=C2)=O)OC (N-(4-(1,3-dioxotetrahydroimidazo[1,5-a]pyridin-2(1H,3H,5H)-yl)-3-methoxyphenyl)picolinamide). Reaction SMILES: [NH2:1][C:2]1[CH:7]=[CH:6][C:5]([N:8]2[C:16](=[O:17])[CH:11]3[CH2:12][CH2:13][CH2:14][CH2:15][N:10]3[C:9]2=[O:18])=[C:4]([O:19][CH3:20])[CH:3]=1.CCN(C(C)C)C(C)C.Cl.[N:31]1[CH:36]=[CH:35][CH:34]=[CH:33][C:32]=1[CH2:37]Cl.CN(C=[O:43])C>>[O:17]=[C:16]1[CH:11]2[CH2:12][CH2:13][CH2:14][CH2:15][N:10]2[C:9](=[O:18])[N:8]1[C:5]1[CH:6]=[CH:7][C:2]([NH:1][C:37](=[O:43])[C:32]2[CH:33]=[CH:34][CH:35]=[CH:36][N:31]=2)=[CH:3][C:4]=1[O:19][CH3:20] |f:2.3|. Reported procedure: To a mixture of 2-(4-amino-2-methoxyphenyl)tetrahydroimidazo[1,5-a]pyridine-1,3(2H,5H)-dione (250 mg; 0.908 mmol) in DMF (5 mL) was added DIEA (316 μL; 1.82 mmol) followed by picolinyl chloride HCl (194 mg; 1.09 mmol). The reaction mixture was stirred at 50° C. overnight and then cooled to rt and washed with CH2Cl2 and H2O. The organic layer was concentrated and purified by flash column chromatography (EtOAc) yielding N-(4-(1,3-dioxotetrahydroimidazo[1,5-a]pyridin-2(1H,3H,5H)-yl)-3-methoxyphenyl... The reactants are C1(CCCC1)CC1=CC(=C(C=C1)OC)OC (4-(cyclopentylmethyl)-1,2-dimethoxybenzene). The solvent is Br (hydrobromic acid), C(C)(=O)O (acetic acid). Product: C1(CCCC1)CC=1C=C(C(=CC1)O)O (4-(cyclopentylmethyl)benzene-1,2-diol). Yield: 97.5%. Reaction SMILES: [CH:1]1([CH2:6][C:7]2[CH:12]=[CH:11][C:10]([O:13]C)=[C:9]([O:15]C)[CH:8]=2)[CH2:5][CH2:4][CH2:3][CH2:2]1>Br.C(O)(=O)C>[CH:1]1([CH2:6][C:7]2[CH:8]=[C:9]([OH:15])[C:10]([OH:13])=[CH:11][CH:12]=2)[CH2:2][CH2:3][CH2:4][CH2:5]1. Reported procedure: A solution 4-(cyclopentylmethyl)-1,2-dimethoxybenzene (7.1 g, 0.032 mol) in 43 ml of hydrobromic acid (48% in water) and 4 ml of acetic acid was heated at 120° C. during 24 hours. The reaction mixture was cooled to room temperature and quenched with 50 ml of NH4Cl solution. The aqueous phase extracted with three 100 ml portions of ether. The ethereal phase was washed with 50 ml of brine and dried over MgSO4. Filtration and concentration gave 6.0 g (97%) of a brownish solid.